Task: describe an organic reaction: reactants, conditions, products, and yield. Dataset: the Open Reaction Database (ORD), a public repository of structured organic reaction records Reactants: C, COC(=O)c1cc(OC)c(OCCCCCl)cc1[N+](=O)[O-], CO, [H][H], [Pd]. Yields the product COC(=O)c1cc(OC)c(OCCCCCl)cc1N. As a reaction SMILES: [C:24].[CH3:1][O:2][c:3]1[c:4]([O:16][CH2:17][CH2:18][CH2:19][CH2:20][Cl:21])[cH:5][c:6]([N+:13]([O-:14])=[O:15])[c:7]([C:8](=[O:9])[O:10][CH3:11])[cH:12]1.[CH3:26][OH:27].[H:22][H:23].[Pd:25]>>[CH3:1][O:2][c:3]1[c:4]([O:16][CH2:17][CH2:18][CH2:19][CH2:20][Cl:21])[cH:5][c:6]([NH2:13])[c:7]([C:8](=[O:9])[O:10][CH3:11])[cH:12]1. The reactants are O=C([O-])[O-], CC(O)(c1ccc(N2CCN(S(=O)(=O)c3cccs3)CC2COS(C)(=O)=O)cc1)C(F)(F)F, CC1CNC(=O)CN1, CC#N, CCOC(C)=O, [K+], [K+]. The product is CC1CNC(=O)CN1CC1CN(S(=O)(=O)c2cccs2)CCN1c1ccc(C(C)(O)C(F)(F)F)cc1. As a reaction SMILES: [C:42](=[O:43])([O-:44])[O-:45].[CH3:1][S:2]([O:3][CH2:6][CH:7]1[N:8]([c:21]2[cH:22][cH:23][c:24]([C:27]([C:28]([F:29])([F:30])[F:31])([CH3:32])[OH:33])[cH:25][cH:26]2)[CH2:9][CH2:10][N:11]([S:13](=[O:14])(=[O:15])[c:16]2[s:17][cH:18][cH:19][cH:20]2)[CH2:12]1)(=[O:4])=[O:5].[CH3:34][CH:35]1[NH:36][CH2:37][C:38](=[O:41])[NH:39][CH2:40]1.[CH3:48][C:49]#[N:50].[CH3:51][CH2:52][O:53][C:54]([CH3:55])=[O:56].[K+:46].[K+:47]>>[CH2:6]([CH:7]1[N:8]([c:21]2[cH:22][cH:23][c:24]([C:27]([C:28]([F:29])([F:30])[F:31])([CH3:32])[OH:33])[cH:25][cH:26]2)[CH2:9][CH2:10][N:11]([S:13](=[O:14])(=[O:15])[c:16]2[s:17][cH:18][cH:19][cH:20]2)[CH2:12]1)[N:36]1[CH:35]([CH3:34])[CH2:40][NH:39][C:38](=[O:41])[CH2:37]1. Reactants: CC(=O)c1csc(-c2ccc(Cl)c(Cl)c2)c1O, COC(=O)c1ccc(C(=O)NN)cc1[N+](=O)[O-]. The product is COC(=O)c1ccc(C(=O)NN=C(C)c2csc(-c3ccc(Cl)c(Cl)c3)c2O)cc1[N+](=O)[O-]. As a reaction SMILES: [Cl:1][c:2]1[cH:3][c:4](-[c:9]2[s:10][cH:11][c:12]([C:15](=[O:16])[CH3:17])[c:13]2[OH:14])[cH:5][cH:6][c:7]1[Cl:8].[N+:18](=[O:19])([O-:20])[c:21]1[c:22]([C:23](=[O:24])[O:25][CH3:26])[cH:27][cH:28][c:29]([C:31](=[O:32])[NH:33][NH2:34])[cH:30]1>>[Cl:1][c:2]1[cH:3][c:4](-[c:9]2[s:10][cH:11][c:12]([C:15]([CH3:17])=[N:34][NH:33][C:31]([c:29]3[cH:28][cH:27][c:22]([C:23](=[O:24])[O:25][CH3:26])[c:21]([N+:18](=[O:19])[O-:20])[cH:30]3)=[O:32])[c:13]2[OH:14])[cH:5][cH:6][c:7]1[Cl:8]. Starting materials: CC#N.O (MeCN water), COC(C[C@@H]1COC2=C1C=CC(=C2)O[C@@H]2CCC1=C(C=CC(=C21)F)CC2=CC(=CC=C2)OC)=O ({(S)-6-[(R)-7-Fluoro-4-(3-methoxybenzyl)-indan-1-yloxy]-2,3-dihydrobenzofuran-3-yl}-acetic acid methyl ester), Cl (hydrochloric acid), [OH-].[Na+] (sodium hydroxide). Solvent: O1CCCC1 (tetrahydrofuran). Reaction conditions: time 8 hour. Product: FC=1C=CC(=C2CC[C@H](C12)OC1=CC2=C([C@@H](CO2)CC(=O)O)C=C1)CC1=CC(=CC=C1)OC ({(S)-6-[(R)-7-Fluoro-4-(3-methoxybenzyl)-indan-1-yloxy]-2,3-dihydrobenzofuran-3-yl}-acetic acid). Reaction SMILES: C[O:2][C:3](=[O:34])[CH2:4][C@H:5]1[C:9]2[CH:10]=[CH:11][C:12]([O:14][C@H:15]3[C:23]4[C:18](=[C:19]([CH2:25][C:26]5[CH:31]=[CH:30][CH:29]=[C:28]([O:32][CH3:33])[CH:27]=5)[CH:20]=[CH:21][C:22]=4[F:24])[CH2:17][CH2:16]3)=[CH:13][C:8]=2[O:7][CH2:6]1.[OH-].[Na+].Cl.CC#N.O>O1CCCC1>[F:24][C:22]1[CH:21]=[CH:20][C:19]([CH2:25][C:26]2[CH:31]=[CH:30][CH:29]=[C:28]([O:32][CH3:33])[CH:27]=2)=[C:18]2[C:23]=1[C@H:15]([O:14][C:12]1[CH:11]=[CH:10][C:9]3[C@H:5]([CH2:4][C:3]([OH:34])=[O:2])[CH2:6][O:7][C:8]=3[CH:13]=1)[CH2:16][CH2:17]2 |f:1.2,4.5|. Procedure details: {(S)-6-[(R)-7-Fluoro-4-(3-methoxybenzyl)-indan-1-yloxy]-2,3-dihydrobenzofuran-3-yl}-acetic acid methyl ester (30 mg) is dissolved in tetrahydrofuran (4 mL) and 1 N aqueous sodium hydroxide solution (0.4 mL) is added. The mixture is stirred at room temperature overnight and then acidified with 1 N aqueous hydrochloric acid (0.4 mL). The solution is submitted to HPLC on reversed phase (MeCN/water) to give the title compound. LC (method 6): tR=0.71 min; Mass spectrum (ESI−): m/z=447 [M−H]−.